This data is from the Open Reaction Database (ORD), a public repository of structured organic reaction records. The task is: describe an organic reaction: reactants, conditions, products, and yield Reactants: ClC1=CC=C(C=C1)C(CC(C(F)(F)F)=O)=O (1-(4-chloro-phenyl)-4,4,4-trifluoro-butane-1,3-dione), 4-chloro-acetophenone, NC1=NNC=C1C1=CC=NC=C1 (3-amino-4-(4-pyridinyl)-pyrazole). Product: ClC1=CC=C(C=C1)C1=NC=2N(C(=C1)C(F)(F)F)N=CC2C2=CC=NC=C2 (5-(4-Chloro-phenyl)-3-pyridin-4-yl-7-trifluoromethyl-pyrazolo[1,5-a]pyrimidine). The yield is 72.0%. As a reaction SMILES: [Cl:1][C:2]1[CH:7]=[CH:6][C:5]([C:8](=O)[CH2:9][C:10](=O)[C:11]([F:14])([F:13])[F:12])=[CH:4][CH:3]=1.[NH2:17][C:18]1[C:22]([C:23]2[CH:28]=[CH:27][N:26]=[CH:25][CH:24]=2)=[CH:21][NH:20][N:19]=1>>[Cl:1][C:2]1[CH:7]=[CH:6][C:5]([C:8]2[CH:9]=[C:10]([C:11]([F:14])([F:13])[F:12])[N:19]3[N:20]=[CH:21][C:22]([C:23]4[CH:28]=[CH:27][N:26]=[CH:25][CH:24]=4)=[C:18]3[N:17]=2)=[CH:4][CH:3]=1. Procedure details: Reaction of 1-(4-chloro-phenyl)-4,4,4-trifluoro-butane-1,3-dione (125 mg, 0.5 mmol), prepared from commercially available 4-chloro-acetophenone according to general procedure A, and 3-amino-4-(4-pyridinyl)-pyrazole [CAS No. 216661-87-9; prepared from 4-cyanomethyl-pyridine as described in Bioorg. Med. Chem. Lett. 12 (2002) 3537-3541] (80 mg, 0.5 mmol) according to general procedure B yielded the title compound as a yellow solid (135 mg, 72%). MS (ISP) 375.3 [(M+H)+]; mp 274° C. The reactants are C(C1=CC=CC=C1)N1C(C(=C(C2=CC(=CN=C12)C1=CC=CC=C1)O)C(=O)OCC)=O (ethyl 1-benzyl-6-phenyl-4-hydroxy-2-oxo-1,2-dihydro-1,8-naphthyridine-3-carboxylate), NC1=C(C=C(C=C1)Br)S(=O)(=O)N (2-amino-5-bromobenzenesulfonamide), C(C1=CC=CC=C1)N1C(C(=C(C2=CC=CN=C12)O)C(=O)OCC)=O (ethyl 1-benzyl-4-hydroxy-2-oxo-1,2-dihydro-1,8-naphthyridine-3-carboxylate), NC1=C(C=CC=C1)S(=O)(=O)N (2-amino-benzenesulfonamide). Product: NS(=O)(=O)C1=C(C=CC=C1)NC(=O)C=1C(N(C2=NC=C(C=C2C1O)C1=CC=CC=C1)CC1=CC=CC=C1)=O (N-[2-(aminosulfonyl)phenyl]-1-benzyl-4-hydroxy-2-oxo-6-phenyl-1,2-dihydro-1,8-naphthyridine-3-carboxamide). RXN SMILES: [CH2:1]([N:8]1[C:17]2[C:12](=[CH:13][C:14]([C:18]3[CH:23]=[CH:22][CH:21]=[CH:20][CH:19]=3)=[CH:15][N:16]=2)[C:11]([OH:24])=[C:10]([C:25](OCC)=[O:26])[C:9]1=[O:30])[C:2]1[CH:7]=[CH:6][CH:5]=[CH:4][CH:3]=1.C(N1C2C(=CC=CN=2)C(O)=C(C(OCC)=O)C1=O)C1C=CC=CC=1.[NH2:55][C:56]1[CH:61]=[CH:60][CH:59]=[CH:58][C:57]=1[S:62]([NH2:65])(=[O:64])=[O:63].NC1C=CC(Br)=CC=1S(N)(=O)=O>>[NH2:65][S:62]([C:57]1[CH:58]=[CH:59][CH:60]=[CH:61][C:56]=1[NH:55][C:25]([C:10]1[C:9](=[O:30])[N:8]([CH2:1][C:2]2[CH:7]=[CH:6][CH:5]=[CH:4][CH:3]=2)[C:17]2[C:12]([C:11]=1[OH:24])=[CH:13][C:14]([C:18]1[CH:23]=[CH:22][CH:21]=[CH:20][CH:19]=1)=[CH:15][N:16]=2)=[O:26])(=[O:63])=[O:64]. Reported procedure: The title compound was prepared according to the procedure of Example 84C substituting ethyl 1-benzyl-6-phenyl-4-hydroxy-2-oxo-1,2-dihydro-1,8-naphthyridine-3-carboxylate for the product of Example 84B and substituting 2-amino-benzenesulfonamide for the product of Example 84A. 1H NMR (300 MHz, DMSO-d6) δ ppm 5.72 (s, 2 H) 7.28 (m, 6 H) 7.44 (m, 2 H) 7.54 (m, 3 H) 7.67 (m, 1 H) 7.85 (d, J=6.99 Hz, 2 H) 7.92 (dd, J=8.09, 1.47 Hz, 1 H) 7.99 (d, J=8.09 Hz, 1 H) 8.70 (d, J=2.21 Hz, 1 H) 9.17 (d, J=2.... Starting materials: N1=CC=C(C=C1)B(O)O (4-pyridylboronic acid), BrC1=C2C=CC=C(C2=CC=C1)C(=O)O (5-bromo-1- naphthoic acid). Product: N1=CC=C(C=C1)C1=C2C=CC=C(C2=CC=C1)C(=O)O (5-(Pyridin-4-yl)-1-naphthoic Acid), solid. Isolated yield 55.0%. As a reaction SMILES: [N:1]1[CH:6]=[CH:5][C:4](B(O)O)=[CH:3][CH:2]=1.Br[C:11]1[CH:20]=[CH:19][CH:18]=[C:17]2[C:12]=1[CH:13]=[CH:14][CH:15]=[C:16]2[C:21]([OH:23])=[O:22]>>[N:1]1[CH:6]=[CH:5][C:4]([C:11]2[CH:20]=[CH:19][CH:18]=[C:17]3[C:12]=2[CH:13]=[CH:14][CH:15]=[C:16]3[C:21]([OH:23])=[O:22])=[CH:3][CH:2]=1. Procedure: The title compound was prepared from 4-pyridylboronic acid and 5-bromo-1- naphthoic acid (J. Chem. Soc., 1950, 991) using a similar procedure to Example 4, obtained as a white solid (55%).